This data is from the Open Reaction Database (ORD), a public repository of structured organic reaction records. The task is: describe an organic reaction: reactants, conditions, products, and yield The reactants are [H][H] (Hydrogen), C1(=CC=CC=C1)CCCC1=CC=NC=C1 (4-(3-phenylpropyl)pyridine), [NH2-].[Na+] (sodamide), N (ammonia), [H][H] (hydrogen). Solvent: C=1(C(=CC=CC1)C)C (xylene), O (water). Yields the product C1(=CC=CC=C1)CCCC1=CC=NC=C1 (4-(3-phenylpropyl)pyridine), C1(=CC=CC=C1)CCCC1=CC(=NC=C1)C1=NC=CC(=C1)CCCC1=CC=CC=C1 (4,4'-di-(3-phenylpropyl)-2,2'-bipyridyl). As a reaction SMILES: [NH2-:1].[Na+].N.[C:4]1([CH2:10][CH2:11][CH2:12][C:13]2[CH:18]=[CH:17][N:16]=[CH:15][CH:14]=2)[CH:9]=[CH:8][CH:7]=[CH:6][CH:5]=1.[H][H]>O.C1(C)C(C)=CC=CC=1>[C:4]1([CH2:10][CH2:11][CH2:12][C:13]2[CH:14]=[CH:15][N:16]=[CH:17][CH:18]=2)[CH:5]=[CH:6][CH:7]=[CH:8][CH:9]=1.[C:4]1([CH2:10][CH2:11][CH2:12][C:13]2[CH:14]=[CH:15][N:16]=[C:17]([C:15]3[CH:14]=[C:13]([CH2:12][CH2:11][CH2:10][C:4]4[CH:9]=[CH:8][CH:7]=[CH:6][CH:5]=4)[CH:18]=[CH:17][N:1]=3)[CH:18]=2)[CH:5]=[CH:6][CH:7]=[CH:8][CH:9]=1 |f:0.1|. Reported procedure: In a one-liter, three-neck flask was made 0.22 mole (5.0 g sodium) of sodamide in the usual way. The ammonia was replaced with 348 cc of xylene. The mixture was brought to reflux at 138° and 299.5 g (1.52 moles) of 4-(3-phenylpropyl)pyridine was added through a dropping funnel. Hydrogen evolution began immediately. Heating was continued for five hours at 138°-153° C. until hydrogen production slowed appreciably. The reaction mixture was cooled to around 100° C. and hydrolyzed with 100 cc of wate... The reactants are Br (hydrogen bromide), C(CCCCCCCCC=C)NC1=CC=C(C(=O)O)C=C1 (4-(10-undecenylamino)benzoic acid), C(C1=CC=CC=C1)(=O)OOC(C1=CC=CC=C1)=O (dibenzoyl peroxide). The solvent is COCCOC (1,2-dimethoxyethane). The product is BrCCCCCCCCCCCNC1=CC=C(C(=O)O)C=C1 (4-(11-bromoundecylamino)benzoic acid). Reaction SMILES: [BrH:1].[CH2:2]([NH:13][C:14]1[CH:22]=[CH:21][C:17]([C:18]([OH:20])=[O:19])=[CH:16][CH:15]=1)[CH2:3][CH2:4][CH2:5][CH2:6][CH2:7][CH2:8][CH2:9][CH2:10][CH:11]=[CH2:12].C(OOC(=O)C1C=CC=CC=1)(=O)C1C=CC=CC=1>COCCOC>[Br:1][CH2:12][CH2:11][CH2:10][CH2:9][CH2:8][CH2:7][CH2:6][CH2:5][CH2:4][CH2:3][CH2:2][NH:13][C:14]1[CH:15]=[CH:16][C:17]([C:18]([OH:20])=[O:19])=[CH:21][CH:22]=1. Reported procedure: Anhydrous hydrogen bromide is passed rapidly into a solution of 5 g. of 4-(10-undecenylamino)benzoic acid and 1 g. of dibenzoyl peroxide in 300 ml. of 1,2-dimethoxyethane for 1 hour. Partial evaporation of the solvent affords a crystalline solid which is separated by filtration and recrystallized from etherpetroleum ether to yield the product as a white solid. Procedure: Sodium dithionite (174.11 g, 10 moles) in water (400 ml) was dropwise added to the nitrophenol ((a), 93.0 g, 0.38 mole) in refluxing ethanol. The resulting solution was refluxed for further 3 hours, then cooled at room temperature and filtered. The obtained solution was concentrated at a final volume of 100 ml; Water (100 ml) was added and the separated amine ((b), 72.0 g, 88%) was recovered as brown powder. Solvent: O (water). As a reaction SMILES: S(S([O-])=O)([O-])=O.[Na+].[Na+].[N+:9]([C:12]1[CH:17]=[C:16]([O:18][CH2:19][C:20]2[CH:25]=[CH:24][CH:23]=[CH:22][CH:21]=2)[CH:15]=[CH:14][C:13]=1[OH:26])([O-])=O.C(O)C>O>[NH2:9][C:12]1[CH:17]=[C:16]([O:18][CH2:19][C:20]2[CH:25]=[CH:24][CH:23]=[CH:22][CH:21]=2)[CH:15]=[CH:14][C:13]=1[OH:26] |f:0.1.2|. The reactants are S(=O)([O-])S(=O)[O-].[Na+].[Na+] (Sodium dithionite), [N+](=O)([O-])C1=C(C=CC(=C1)OCC1=CC=CC=C1)O (2-nitro-4-benzyloxyphenol), C(C)O (ethanol). The product is NC1=C(C=CC(=C1)OCC1=CC=CC=C1)O (2-amino-4-benzyloxyphenol). Starting materials: BrC1=C(O\C(\C(=O)[O-])=C/C(=O)[O-])C=CC(=C1)OC ((2Z)-2-(2-bromo-4-methoxyphenoxy)-2-butenedioate), [OH-].[Na+] (sodium hydroxide). Solvent: O (water), C(C)O (ethanol). Product: BrC1=C(O\C(\C(=O)O)=C/C(=O)O)C=CC(=C1)OC ((2Z)-2-(2-bromo-4-methoxyphenoxy)-2-butenedioic acid). The yield is 88.5%. RXN SMILES: [Br:1][C:2]1[CH:16]=[C:15]([O:17][CH3:18])[CH:14]=[CH:13][C:3]=1[O:4]/[C:5](=[CH:9]\[C:10]([O-:12])=[O:11])/[C:6]([O-:8])=[O:7].[OH-].[Na+]>C(O)C.O>[Br:1][C:2]1[CH:16]=[C:15]([O:17][CH3:18])[CH:14]=[CH:13][C:3]=1[O:4]/[C:5](=[CH:9]\[C:10]([OH:12])=[O:11])/[C:6]([OH:8])=[O:7] |f:1.2|. Procedure details: Diethyl, (2Z)-2-(2-bromo-4-methoxyphenoxy)-2-butenedioate (29.9 g, 86.6 mmol) as prepared in Reference Example 2a was suspended in ethanol (55 ml) and a solution of sodium hydroxide (7.0 g, 0.175 mol) in water (55 ml) was added. The solution was refluxed for 1 h to give a clear orange solution. Most of the ethanol was removed in vacuo then 6 M HCl (50 ml) was added. The solid was filtered, washed with water and dried to give (2Z)-2-(2-bromo-4-methoxyphenoxy)-2-butenedioic acid as a light orange ... Starting materials: FC(OC1=C(C(=N)NO)C=CC(=C1)OC(CC)C1=C(N=C(S1)C1=CC=C(C=C1)C(F)(F)F)C)F (2-difluoromethoxy-N-hydroxy-4-{1-[4-methyl-2-(4-trifluoromethyl-phenyl)-thiazol-5-yl]-propoxy}-benzamidine), C(C)(C)N(C(C)C)CC (N,N-diisopropylethylamine), O (water), ClC(=O)OC1=CC=CC=C1 (phenyl chloroformate). Run in O1CCCC1 (tetrahydrofuran). Conditions: temperature 0 celsius, time 5 minute. The product is FC(OC1=C(C=CC(=C1)OC(CC)C1=C(N=C(S1)C1=CC=C(C=C1)C(F)(F)F)C)C1=NOC(N1)=O)F (3-(2-difluoromethoxy-4-{1-[4-methyl-2-(4-trifluoromethyl-phenyl)-thiazol-5-yl]-propoxy}-phenyl)-4H-1,2,4-oxadiazol-5-one). Reaction SMILES: [F:1][CH:2]([F:34])[O:3][C:4]1[CH:13]=[C:12]([O:14][CH:15]([C:18]2[S:22][C:21]([C:23]3[CH:28]=[CH:27][C:26]([C:29]([F:32])([F:31])[F:30])=[CH:25][CH:24]=3)=[N:20][C:19]=2[CH3:33])[CH2:16][CH3:17])[CH:11]=[CH:10][C:5]=1[C:6]([NH:8][OH:9])=[NH:7].C(N(CC)C(C)C)(C)C.Cl[C:45](OC1C=CC=CC=1)=[O:46].O>O1CCCC1>[F:34][CH:2]([F:1])[O:3][C:4]1[CH:13]=[C:12]([O:14][CH:15]([C:18]2[S:22][C:21]([C:23]3[CH:28]=[CH:27][C:26]([C:29]([F:32])([F:31])[F:30])=[CH:25][CH:24]=3)=[N:20][C:19]=2[CH3:33])[CH2:16][CH3:17])[CH:11]=[CH:10][C:5]=1[C:6]1[NH:7][C:45](=[O:46])[O:9][N:8]=1. Procedure: To a solution of 315 mg of 2-difluoromethoxy-N-hydroxy-4-{1-[4-methyl-2-(4-trifluoromethyl-phenyl)-thiazol-5-yl]-propoxy}-benzamidine in 6.5 mL of tetrahydrofuran at 0° C. was added 1.5 mL of N,N-diisopropylethylamine followed by 0.08 mL of phenyl chloroformate. The resulting mixture was stirred for 5 minutes at 0° C. then poured into water and extracted with dichloromethane. The organic extracts were dried over magnesium sulfate, filtered and concentrated under reduced pressure. The residue was... Starting materials: C[N+](=CCl)C.[Cl-] (Vilsmeier reagent), [Cl-] (chloride), C(C)NC(=O)C1=C(N=C(S1)SC)N (ethyl 2-methylthio-4-aminothiazole-5-carboxamide). Product: S1C=NC=2N=CN=CC21 (thiazolo[4,5-d]pyrimidine). As a reaction SMILES: C[N+](C)=CCl.[Cl-].[Cl-].[CH2:8]([NH:10][C:11]([C:13]1[S:17][C:16](SC)=[N:15][C:14]=1[NH2:20])=O)C>>[S:17]1[C:13]2[CH:11]=[N:10][CH:8]=[N:20][C:14]=2[N:15]=[CH:16]1 |f:0.1|. Procedure details: Reaction of N-cyanobismethylthiomethyl-eneimine with ethyl thioglycollate gives ethyl 2-methylthio-4-aminothiazole-5-carboxamide. Cyclization with formamide or equivalent, followed by desulfurization of the methylthio gives a thiazolopyrimidone, which can be activated by Vilsmeier reagent ,and the chloride displaced by the desired amine to give the desired thiazolo[4,5-d]pyrimidine derivatives as shown above. The reactants are C1(=CC=C(C=C1)CC(CC1=CC=C(C=C1)B1OC(C(O1)(C)C)(C)C)(C1=CC=CC=C1)N1N=NC2=C1C=CC=C2)C2=CC=CC=C2 (1-{2-Biphenyl-4-yl-1-phenyl-1-[4-(4,4,5,5-tetramethyl-[1,3,2]dioxaborolan-2-yl)-benzyl]-ethyl}-1H-benzotriazole), C(C)(C)(C)N1S(C(=CC1=O)Cl)(=O)=O (2-tert-Butyl-5-chloro-1,1-dioxo-1,2-dihydro-1λ6-isothiazol-3-one). Yields the product N1(N=NC2=C1C=CC=C2)C(CC2=CC=C(C=C2)C2=CC(N(S2(=O)=O)C(C)(C)C)=O)(CC2=CC=C(C=C2)C2=CC=CC=C2)C2=CC=CC=C2 (5-[4-(2-Benzotriazol-1-yl-3-biphenyl-4-yl-2-phenyl-propyl)-phenyl]-2-tert-butyl-1,1-dioxo-1,2-dihydro-1λ6-isothiazol-3-one). As a reaction SMILES: [C:1]1([C:40]2[CH:45]=[CH:44][CH:43]=[CH:42][CH:41]=2)[CH:6]=[CH:5][C:4]([CH2:7][C:8]([N:31]2[C:35]3[CH:36]=[CH:37][CH:38]=[CH:39][C:34]=3[N:33]=[N:32]2)([C:25]2[CH:30]=[CH:29][CH:28]=[CH:27][CH:26]=2)[CH2:9][C:10]2[CH:15]=[CH:14][C:13](B3OC(C)(C)C(C)(C)O3)=[CH:12][CH:11]=2)=[CH:3][CH:2]=1.[C:46]([N:50]1[C:54](=[O:55])[CH:53]=[C:52](Cl)[S:51]1(=[O:58])=[O:57])([CH3:49])([CH3:48])[CH3:47]>>[N:31]1([C:8]([C:25]2[CH:30]=[CH:29][CH:28]=[CH:27][CH:26]=2)([CH2:7][C:4]2[CH:3]=[CH:2][C:1]([C:40]3[CH:41]=[CH:42][CH:43]=[CH:44][CH:45]=3)=[CH:6][CH:5]=2)[CH2:9][C:10]2[CH:15]=[CH:14][C:13]([C:52]3[S:51](=[O:58])(=[O:57])[N:50]([C:46]([CH3:49])([CH3:48])[CH3:47])[C:54](=[O:55])[CH:53]=3)=[CH:12][CH:11]=2)[C:35]2[CH:36]=[CH:37][CH:38]=[CH:39][C:34]=2[N:33]=[N:32]1. Reported procedure: This compound was prepared according to the procedure of Example 1.1, Step 4, using 4.26-B of Example 2 and 9-A of Example 1.9 as the starting materials. LCMS found for C40H37N4O3S (M+H)+: m/z=653. Reactants: C(C1=CC=CC=C1)OC=1C=CC(=[N+](C1)[O-])C=CC(C)(C)OC1=CC=C(C=C1)C#N (5-benzyloxy-2-[3-(4-cyanophenoxy)-3-methyl-1-butenyl]pyridine N-oxide). The solvent is C1(=CC=CC=C1)C (toluene). The product is C(C1=CC=CC=C1)OC=1C=CC(=[N+](C1)[O-])C1CC(OC2=C1C=C(C=C2)C#N)(C)C (5-benzyloxy-2-(6-cyano-3,4-dihydro-2,2-dimethyl-2H-1-benzopyran-4-yl)pyridine N-oxide). Isolated yield 20.1%. Reaction SMILES: [CH2:1]([O:8][C:9]1[CH:10]=[CH:11][C:12]([CH:16]=[CH:17][C:18]([O:21][C:22]2[CH:27]=[CH:26][C:25]([C:28]#[N:29])=[CH:24][CH:23]=2)([CH3:20])[CH3:19])=[N+:13]([O-:15])[CH:14]=1)[C:2]1[CH:7]=[CH:6][CH:5]=[CH:4][CH:3]=1>C1(C)C=CC=CC=1>[CH2:1]([O:8][C:9]1[CH:10]=[CH:11][C:12]([CH:16]2[C:27]3[CH:26]=[C:25]([C:28]#[N:29])[CH:24]=[CH:23][C:22]=3[O:21][C:18]([CH3:20])([CH3:19])[CH2:17]2)=[N+:13]([O-:15])[CH:14]=1)[C:2]1[CH:7]=[CH:6][CH:5]=[CH:4][CH:3]=1. Reported procedure: 2.24 g of 5-benzyloxy-2-[3-(4-cyanophenoxy)-3-methyl-1-butenyl]pyridine N-oxide in 45 ml of toluene were heated to 80° C. for 12 hours. The solvent was removed by evaporation and the residue was chromatographed on silica gel using diethyl ether/methanol (97.5:2.5) for the elution to give 0.45 g of 5-benzyloxy-2-(6-cyano-3,4-dihydro-2,2-dimethyl-2H-1-benzopyran-4-yl)pyridine N-oxide in the form of a white solid of melting point 224° C.